describe an organic reaction: reactants, conditions, products, and yield From a dataset of the Open Reaction Database (ORD), a public repository of structured organic reaction records. Reactants: Cl (HCl), CC1(NC(COC1=O)(C)C)C (3,3,5,5-tetramethyl-2-morpholone), C1CO1 (ethylene oxide). Solvent: CO (methanol). The product is OCCN1C(C(OCC1(C)C)=O)(C)C (N-(2-hydroxyethyl)-3,3,5,5-tetramethyl-2-morpholinone). RXN SMILES: [CH3:1][C:2]1([CH3:11])[C:7](=[O:8])[O:6][CH2:5][C:4]([CH3:10])([CH3:9])[NH:3]1.Cl.[CH2:13]1[O:15][CH2:14]1>CO>[OH:15][CH2:14][CH2:13][N:3]1[C:4]([CH3:10])([CH3:9])[CH2:5][O:6][C:7](=[O:8])[C:2]1([CH3:11])[CH3:1]. Procedure: 45.0 g (0.29 moles) of 3,3,5,5-tetramethyl-2-morpholone are dissolved in 450 ml of methanol. The solution is poured into an autoclave, added with 1 ml of concentrated HCl (37%) (% w/w) and pressurized with ethylene oxide (2 bars). Reactants: C1(CC1)C=1C(=CC(=NC1)C(=O)O)OCC(F)(F)F (5-Cyclopropyl-4-(2,2,2-trifluoro-ethoxy)-pyridine-2-carboxylic acid), NC(C#N)(CS(=O)(=O)C)C (2-Amino-3-methanesulfonyl-2-methyl-propionitrile). Yields the product C(#N)C(CS(=O)(=O)C)(C)NC(=O)C1=NC=C(C(=C1)OCC(F)(F)F)C1CC1 (N-(1-cyano-1-methyl-2-methylsulfonyl-ethyl)-5-cyclopropyl-4-(2,2,2-trifluoroethoxy)pyridine-2-carboxamide). Reaction SMILES: [CH:1]1([C:4]2[C:5]([O:13][CH2:14][C:15]([F:18])([F:17])[F:16])=[CH:6][C:7]([C:10]([OH:12])=O)=[N:8][CH:9]=2)[CH2:3][CH2:2]1.[NH2:19][C:20]([CH3:28])([CH2:23][S:24]([CH3:27])(=[O:26])=[O:25])[C:21]#[N:22]>>[C:21]([C:20]([NH:19][C:10]([C:7]1[CH:6]=[C:5]([O:13][CH2:14][C:15]([F:18])([F:17])[F:16])[C:4]([CH:1]2[CH2:2][CH2:3]2)=[CH:9][N:8]=1)=[O:12])([CH3:28])[CH2:23][S:24]([CH3:27])(=[O:26])=[O:25])#[N:22]. Procedure: The title compound was synthesized in analogy to Example 112e, using 5-Cyclopropyl-4-(2,2,2-trifluoro-ethoxy)-pyridine-2-carboxylic acid (Example 48c) and 2-Amino-3-methanesulfonyl-2-methyl-propionitrile (example 80a) as starting materials and isolated (1.22 g, 98%); MS (ESI, m/z): 406.6 (M+H+). Starting materials: C(C1=CC=CC=C1)(=O)NC1CCC(N2N(C1=O)C(CCC2)C(=O)NC(CC(=O)O)C=O)=O (3-(9-Benzoylamino-6,10-dioxo-1,2,3,4,7,8,9,10-octahydro-6H-pyridazino[1,2-a][1,2]-diazepine-1-carboxamido)-4-oxobutanoic acid), C1(=CC=C(C=C1)S(=O)(=O)O)C (p-toluenesulfonic acid), C(=O)(O)[O-].[Na+] (NaHCO3). The solvent is C(C)(C)O (isopropanol). Conditions: time 75 minute. Yields the product C(C1=CC=CC=C1)(=O)NC1CCC(N2N(C1=O)C(CCC2)C(=O)NC2C(OC(C2)=O)OC(C)C)=O (9-Benzoylamino-6,10-dioxo-1,2,3,4,7,8,9,10-octahydro-N-(2-isopropoxy-5-oxo-tetrahydro-furan-3-yl)-6H-pyridazino[1,2-a][1,2]diazepine-1-carboxamide). Yield: 198.2%. Reaction SMILES: [C:1]([NH:9][CH:10]1[C:16](=[O:17])[N:15]2[CH:18]([C:22]([NH:24][CH:25]([CH:30]=[O:31])[CH2:26][C:27]([OH:29])=[O:28])=[O:23])[CH2:19][CH2:20][CH2:21][N:14]2[C:13](=[O:32])[CH2:12][CH2:11]1)(=[O:8])[C:2]1[CH:7]=[CH:6][CH:5]=[CH:4][CH:3]=1.[C:33]1(C)[CH:38]=CC(S(O)(=O)=O)=C[CH:34]=1.C([O-])(O)=O.[Na+]>C(O)(C)C>[C:1]([NH:9][CH:10]1[C:16](=[O:17])[N:15]2[CH:18]([C:22]([NH:24][CH:25]3[CH2:26][C:27](=[O:29])[O:28][CH:30]3[O:31][CH:33]([CH3:38])[CH3:34])=[O:23])[CH2:19][CH2:20][CH2:21][N:14]2[C:13](=[O:32])[CH2:12][CH2:11]1)(=[O:8])[C:2]1[CH:7]=[CH:6][CH:5]=[CH:4][CH:3]=1 |f:2.3|. Procedure: A solution of 214e (101 mg, 0.23 mmol) in isopropanol (10 ml) was stirred at room temperature with a catalytic amount of p-toluenesulfonic acid (10 mg). After 75 minutes, the reaction mixture was poured into saturated NaHCO3 and extracted with CH2Cl2. The combined extracts were dried over Na2SO4 and concentrated. Flash chromatography (SiO2, CH2CHl2to EtOAc) afforded 56 mg (51%) of 2100a as a white solid: 1H NMR (CDCl3; mixture of diastereomers) δ 7.9-7.8 (2H,m), 7.6-7.5 (1H, m), 7.5-7.4 (2H, m),...